Dataset: the Open Reaction Database (ORD), a public repository of structured organic reaction records. Task: describe an organic reaction: reactants, conditions, products, and yield Reactants: [Ag+], CCO, Cn1ncc(C(Cl)Cl)c1[N+](=O)[O-], O=[N+]([O-])[O-], O. Yields the product Cn1ncc(C=O)c1[N+](=O)[O-]. As a reaction SMILES: [Ag+:21].[CH3:13][CH2:14][OH:15].[Cl:1][CH:2]([c:3]1[cH:4][n:5][n:6]([CH3:11])[c:7]1[N+:8](=[O:9])[O-:10])[Cl:12].[N+:17]([O-:18])([O-:19])=[O:20].[OH2:16]>>[CH:2]([c:3]1[cH:4][n:5][n:6]([CH3:11])[c:7]1[N+:8](=[O:9])[O-:10])=[O:15]. Reactants: CC(C)(C)NN, CC1CC(C)(C)CC1=O. Product: CC1CC(C)(C)CC1=NNC(C)(C)C. RXN SMILES: [C:1]([CH3:2])([CH3:3])([CH3:4])[NH:5][NH2:6].[CH3:7][CH:8]1[C:9](=[O:15])[CH2:10][C:11]([CH3:13])([CH3:14])[CH2:12]1>>[C:1]([CH3:2])([CH3:3])([CH3:4])[NH:5][N:6]=[C:9]1[CH:8]([CH3:7])[CH2:12][C:11]([CH3:13])([CH3:14])[CH2:10]1. Starting materials: N12C[C@@H](C(CC1)CC2)OC(=O)C2(CCCCCC2)C2=CC=CC=C2 (1-phenyl-cycloheptanecarboxylic acid (R)-(1-aza-bicyclo[2.2.2]oct-3-yl) ester), BrCCOC1=CC=C(C=C1)F (1-(2-bromoethoxy)-4-fluorobenzene). Solvent: C(C)#N (acetonitrile). Reaction conditions: time 22 hour. Product: C(=O)[O-].FC1=CC=C(OCC[N+]23C[C@@H](C(CC2)CC3)OC(=O)C3(CCCCCC3)C3=CC=CC=C3)C=C1 ((R)-1-[2-(4-Fluoro-phenoxy)-ethyl]-3-(1-phenyl-cycloheptanecarbonyloxy)-1-azonia-bicyclo[2.2.2]octane formate). Isolated yield 48.6%. Reaction SMILES: [N:1]12[CH2:8][CH2:7][CH:4]([CH2:5][CH2:6]1)[C@@H:3]([O:9][C:10]([C:12]1([C:19]3[CH:24]=[CH:23][CH:22]=[CH:21][CH:20]=3)[CH2:18][CH2:17][CH2:16][CH2:15][CH2:14][CH2:13]1)=[O:11])[CH2:2]2.Br[CH2:26][CH2:27][O:28][C:29]1[CH:34]=[CH:33][C:32]([F:35])=[CH:31][CH:30]=1>C(#N)C>[CH:10]([O-:11])=[O:9].[F:35][C:32]1[CH:33]=[CH:34][C:29]([O:28][CH2:27][CH2:26][N+:1]23[CH2:8][CH2:7][CH:4]([CH2:5][CH2:6]2)[C@@H:3]([O:9][C:10]([C:12]2([C:19]4[CH:20]=[CH:21][CH:22]=[CH:23][CH:24]=4)[CH2:18][CH2:17][CH2:16][CH2:15][CH2:14][CH2:13]2)=[O:11])[CH2:2]3)=[CH:30][CH:31]=1 |f:3.4|. Reported procedure: A mixture of 1-phenyl-cycloheptanecarboxylic acid (R)-(1-aza-bicyclo[2.2.2]oct-3-yl) ester (Example 14e) (50 mg) and 1-(2-bromoethoxy)-4-fluorobenzene (50 mg) in acetonitrile (1 mL) was stirred at room temperature for 22 h. Purification by prep. HPLC using 5-98% MeCN/H2O containing 0.1% formic acid gave the title compound (19 mg) as a colourless oil. The reactants are C=CCCCCCCOC(C)=O, CCCCC1OC1CCCCCCCCCCOC(C)=O, C[Si](C)(C)[Si](C)(C)C, C[O-], [K+], C1=CCCC2OC2CC1. The product is CCCCC=CCCCCCCCCCCOC(C)=O. As a reaction SMILES: [C:1]([O:2][CH2:3][CH2:4][CH2:5][CH2:6][CH2:7][CH2:8][CH:9]=[CH2:10])(=[O:11])[CH3:12].[C:22]([CH3:23])(=[O:24])[O:25][CH2:26][CH2:27][CH2:28][CH2:29][CH2:30][CH2:31][CH2:32][CH2:33][CH2:34][CH2:35][CH:36]1[CH:37]([CH2:38][CH2:39][CH2:40][CH3:41])[O:42]1.[CH3:43][Si:44]([CH3:45])([CH3:46])[Si:47]([CH3:48])([CH3:49])[CH3:50].[CH3:51][O-:52].[K+:53].[O:13]1[CH:14]2[CH2:15][CH2:16][CH:17]=[CH:18][CH2:19][CH2:20][CH:21]12>>[C:22]([CH3:23])(=[O:24])[O:25][CH2:26][CH2:27][CH2:28][CH2:29][CH2:30][CH2:31][CH2:32][CH2:33][CH2:34][CH2:35][CH:36]=[CH:37][CH2:38][CH2:39][CH2:40][CH3:41]. The reactants are ( ε ), ( 33 ), ( 15 ), ( 22 ), CC1=NC(=CO1)/C=C(\C)/[C@@H]2C/C=C(\CCC[C@@H]([C@@H]([C@H](C(=O)C([C@H](CC(=O)O2)O)(C)C)C)O)C)/C (Epothilone H2), ( 23 ), [K+].[Br-] (KBr), CC1=NC(=CS1)/C=C/[C@@H]2C[C@H]3[C@H](O3)CCC[C@@H]([C@@H]([C@H](C(=O)C([C@H](CC(=O)O2)O)(C)C)C)O)C (Epothilone A8), ( 100 ). Run in CO (MeOH), CO (MeOH). Product: CC1=NC(=CS1)/C=C(\C)/[C@@H]2C/C=C\CCCC[C@@H]([C@H](C(=O)C([C@H](CC(=O)O2)O)(C)C)C)O (Epothilone C4). Reaction SMILES: [K+].[Br-].[CH3:3][C:4]1[S:8][CH:7]=[C:6](/[CH:9]=[CH:10]/[C@H:11]2[O:29][C:27](=[O:28])[CH2:26][C@H:25]([OH:30])[C:24]([CH3:32])([CH3:31])[C:22](=[O:23])[C@H:21]([CH3:33])[C@@H:20]([OH:34])[C@@H:19](C)[CH2:18][CH2:17][CH2:16][C@H:14]3O[C@H:13]3[CH2:12]2)[N:5]=1.[CH3:36]C1OC=C(/C=C(/[C@H]2OC(=O)C[C@H](O)C(C)(C)C(=O)[C@H](C)[C@@H](O)[C@@H](C)CCCC(C)=CC2)\C)N=1>CO>[CH3:3][C:4]1[S:8][CH:7]=[C:6](/[CH:9]=[C:10](/[C@H:11]2[O:29][C:27](=[O:28])[CH2:26][C@H:25]([OH:30])[C:24]([CH3:32])([CH3:31])[C:22](=[O:23])[C@H:21]([CH3:33])[C@@H:20]([OH:34])[CH2:19][CH2:18][CH2:17][CH2:16][CH:14]=[CH:13][CH2:12]2)\[CH3:36])[N:5]=1 |f:0.1|. Reported procedure: colorless amorphous solid; [α]D22−75.6 (c 1.0, MeOH); UV (MeOH) λmax nm (ε) 212 (17200), 248 (12500); IR (KBr) νmax 3434, 2974, 2932, 2859, 1735, 1686, 1252, 1046 cm−1; 1H NMR (CDCl3, 300 MHz) δ 6.96 (1H, s, H-19), 6.60 (1H, bs, H-17), 5.43 (1H, m, H-12), 5.40 (1H, m, H-13), 5.26 (1H, dd, J=9.6, 2.3 Hz, H-15), 4.41 (1H, ddd, J=11.4, 5.8, 2.5 Hz, H-3), 3.78 (1H, m, H-7), 3.70 (1H, bs, 3-OH), 3.46 (1H, d, J=0.9 Hz, 7-OH), 3.01 (1H, dq, J=0.5, 7.0 Hz, H-6), 2.69 (3H, s, H-21), 2.66 (1H, ddd, J=15.3... Starting materials: ClC1=NC=C(C(=N1)NC1=CC(=CC=C1)O)F (2-chloro-5-fluoro-N4-(3-hydroxyphenyl)-4-pyrimidineamine), ClC=1C=C(N)C=C(C1O)Cl (3,5-dichloro-4-hydroxyaniline). Product: FC=1C(=NC(=NC1)NC1=CC(=C(C(=C1)Cl)O)Cl)NC1=CC(=CC=C1)O (5-Fluoro-N2-(3,5-dichloro-4-hydroxyphenyl)-N4-(3-hydroxyphenyl)-2,4-pyrimidinediamine). Reaction SMILES: Cl[C:2]1[N:7]=[C:6]([NH:8][C:9]2[CH:14]=[CH:13][CH:12]=[C:11]([OH:15])[CH:10]=2)[C:5]([F:16])=[CH:4][N:3]=1.[Cl:17][C:18]1[CH:19]=[C:20]([CH:22]=[C:23]([Cl:26])[C:24]=1[OH:25])[NH2:21]>>[F:16][C:5]1[C:6]([NH:8][C:9]2[CH:14]=[CH:13][CH:12]=[C:11]([OH:15])[CH:10]=2)=[N:7][C:2]([NH:21][C:20]2[CH:19]=[C:18]([Cl:17])[C:24]([OH:25])=[C:23]([Cl:26])[CH:22]=2)=[N:3][CH:4]=1. Procedure: In a like manner to the preparation of N4-(3,4-ethylenedioxyphenyl)-5-fluoro-N2-(3-hydroxyphenyl)-2,4-pyrimidinediamine, 2-chloro-5-fluoro-N4-(3-hydroxyphenyl)-4-pyrimidineamine and 3,5-dichloro-4-hydroxyaniline were reacted to produce 5-Fluoro-N2-(3,5-dichloro-4-hydroxyphenyl)-N4-(3-hydroxyphenyl)-2,4-pyrimidinediamine. 1H NMR (DMSO-d6): δ 9.47 (bs, 1H), 9.35 (bs, 1H), 9.22 (bs, 2H), 8.09 (d, 1H, J=3.6 Hz), 7.70 (s, 2H), 7.31 (dd, 1H, J=1.2 and 9.3 Hz), 7.10 (t, 1H, J=7.5 Hz), 7.00 (bs, 1H), 6.... Starting materials: Cn1ccc(Nc2cccc(-c3ccccc3C#N)c2)c([N+](=O)[O-])c1=O, CCOC(C)=O, CCO, O=[Pt]. Product: Cn1ccc(Nc2cccc(-c3ccccc3C#N)c2)c(N)c1=O. RXN SMILES: [CH3:1][n:2]1[c:3](=[O:26])[c:4]([N+:23]([O-:24])=[O:25])[c:5]([NH:8][c:9]2[cH:10][c:11](-[c:15]3[c:16]([C:21]#[N:22])[cH:17][cH:18][cH:19][cH:20]3)[cH:12][cH:13][cH:14]2)[cH:6][cH:7]1.[CH3:27][CH2:28][O:29][C:30](=[O:31])[CH3:32].[CH3:33][CH2:34][OH:35].[Pt:36]=[O:37]>>[CH3:1][n:2]1[c:3](=[O:26])[c:4]([NH2:23])[c:5]([NH:8][c:9]2[cH:10][c:11](-[c:15]3[c:16]([C:21]#[N:22])[cH:17][cH:18][cH:19][cH:20]3)[cH:12][cH:13][cH:14]2)[cH:6][cH:7]1. Reactants: I.CN1C(N(C(C1)=O)CCC)=N (1-methyl-3-n-propyl-2-iminoimidazolidin-4-one hydroiodide), CO (methanol), [OH-].[K+] (potassium hydroxide). Conditions: time 1 hour. Yields the product CN1C(N(C(C1)=O)CCC)=N (1-methyl-3-n-propyl-2 -iminoimidazolidin-4-one). Isolated yield 74.7%. Reaction SMILES: I.[CH3:2][N:3]1[CH2:7][C:6](=[O:8])[N:5]([CH2:9][CH2:10][CH3:11])[C:4]1=[NH:12].CO.[OH-].[K+]>>[CH3:2][N:3]1[CH2:7][C:6](=[O:8])[N:5]([CH2:9][CH2:10][CH3:11])[C:4]1=[NH:12] |f:0.1,3.4|. Procedure details: 2.83 g (10 mmol) of the 1-methyl-3-n-propyl-2-iminoimidazolidin-4-one hydroiodide was added to 25 ml of methanol containing 0.66 g (10 mmol) of 85% potassium hydroxide, and the mixture was stirred at room temperature for one hour. Methanol was distilled off under reduced pressure, and chloroform was added to the residue. Precipitated crystals were removed by filtration. Chloroform was distilled off under reduced pressure to obtain 1.16 g of 1-methyl-3-n-propyl-2 -iminoimidazolidin-4-one as an oi... Starting materials: CCOc1ccc(F)c(N)c1F, Cc1ccccc1, CSc1ncc(C=O)c(NC2CCCC2)n1, CC1(C)C2CCC1(CS(=O)(=O)O)C(=O)C2. The product is CCOc1ccc(F)c(N=Cc2cnc(SC)nc2NC2CCCC2)c1F. RXN SMILES: [CH2:17]([CH3:18])[O:19][c:20]1[c:21]([F:28])[c:22]([NH2:27])[c:23]([F:26])[cH:24][cH:25]1.[CH3:44][c:45]1[cH:46][cH:47][cH:48][cH:49][cH:50]1.[CH:1]1([NH:6][c:7]2[n:8][c:9]([S:15][CH3:16])[n:10][cH:11][c:12]2[CH:13]=[O:14])[CH2:2][CH2:3][CH2:4][CH2:5]1.[O:29]=[S:30](=[O:31])([OH:32])[CH2:33][C:34]12[CH2:35][CH2:36][CH:37]([C:38]1([CH3:39])[CH3:40])[CH2:41][C:42]2=[O:43]>>[CH:1]1([NH:6][c:7]2[n:8][c:9]([S:15][CH3:16])[n:10][cH:11][c:12]2[CH:13]=[N:27][c:22]2[c:21]([F:28])[c:20]([O:19][CH2:17][CH3:18])[cH:25][cH:24][c:23]2[F:26])[CH2:2][CH2:3][CH2:4][CH2:5]1.